From a dataset of the Open Reaction Database (ORD), a public repository of structured organic reaction records. describe an organic reaction: reactants, conditions, products, and yield Reactants: C(C)(=O)OCC1=C(C=C(C=C1C1=CN(C(C(=C1)NC1=NC=C(C=C1)N1[C@H](CN(CC1)C1COC1)C)=O)C)F)N1C(C2=CC=3CC(CC3N2CC1)(C)C)=O ((2S)-(2-{4,4-dimethyl-9-oxo-1,10-diazatricyclo-[6.4.0.02,6]dodeca-2(6),7-dien-10-yl}-4-fluoro-6-[1-methyl-5-({5-[2-methyl-4-(oxetan-3-yl)piperazin-1-yl]pyridin-2-yl}amino)-6-oxo-1,6-dihydropyridin-3-yl]phenyl)-methyl acetate), [OH-].[Li+] (lithium hydroxide). Yields the product FC=1C=C(C(=C(C1)N1C(C2=CC=3CC(CC3N2CC1)(C)C)=O)CO)C1=CN(C(C(=C1)NC1=NC=C(C=C1)N1[C@H](CN(CC1)C1COC1)C)=O)C ((2S)-10-[5-fluoro-2-(hydroxymethyl)-3-[1-methyl-5-({5-[2-methyl-4-(oxetan-3-yl)piperazin-1-yl]pyridine-2-yl}amino)-6-oxo-1,6-dihydropyridin-3-yl]-phenyl]-4,4-dimethyl-1,10-diazatricyclo[6.4.0.02,6]dodeca-2(6),7-dien-9-one). Yield: 53.3%. As a reaction SMILES: C([O:4][CH2:5][C:6]1[C:11]([C:12]2[CH:17]=[C:16]([NH:18][C:19]3[CH:24]=[CH:23][C:22]([N:25]4[CH2:30][CH2:29][N:28]([CH:31]5[CH2:34][O:33][CH2:32]5)[CH2:27][C@@H:26]4[CH3:35])=[CH:21][N:20]=3)[C:15](=[O:36])[N:14]([CH3:37])[CH:13]=2)=[CH:10][C:9]([F:38])=[CH:8][C:7]=1[N:39]1[CH2:50][CH2:49][N:48]2[C:41](=[CH:42][C:43]3[CH2:44][C:45]([CH3:52])([CH3:51])[CH2:46][C:47]=32)[C:40]1=[O:53])(=O)C.[OH-].[Li+]>>[F:38][C:9]1[CH:10]=[C:11]([C:12]2[CH:17]=[C:16]([NH:18][C:19]3[CH:24]=[CH:23][C:22]([N:25]4[CH2:30][CH2:29][N:28]([CH:31]5[CH2:32][O:33][CH2:34]5)[CH2:27][C@@H:26]4[CH3:35])=[CH:21][N:20]=3)[C:15](=[O:36])[N:14]([CH3:37])[CH:13]=2)[C:6]([CH2:5][OH:4])=[C:7]([N:39]2[CH2:50][CH2:49][N:48]3[C:41](=[CH:42][C:43]4[CH2:44][C:45]([CH3:52])([CH3:51])[CH2:46][C:47]=43)[C:40]2=[O:53])[CH:8]=1 |f:1.2|. Reported procedure: Following the procedures as described for 101, intermediate 103h (80 mg, 0.11 mmol) was hydrolyzed with lithium hydroxide to afford 103 as a yellow solid (40 mg, 53%). LCMS: [M+H]+ 682. 1H NMR (500 MHz, CDCl3) δ 8.56 (dd, J=2.0, 7.0, 1H), 7.95 (t, J=3.0, 1H), 7.82 (d, J=3.0, 1H), 7.47 (t, J=3.0, 1H), 7.31 (dd, J=3.0, 9.0, 1H), 7.17-7.14 (m, 1H), 6.95 (dd, J=2.5, 9.0, 1H), 6.82-6.80 (m, 2H), 4.71-4.61 (m, 4H), 4.56-4.53 (m, 1H), 4.41-4.37 (m, 1H), 4.33-4.28 (m, 1H), 4.23-4.15 (m, 3H), 3.91-3.86 (... The reactants are O=C1CCc2ccccc21, N#CCC(=O)O, CC(=O)[O-], Cc1ccccc1, CC(=O)O, [NH4+]. Yields the product CC(=O)c1ccccc1. As a reaction SMILES: [C:16]1(=[O:25])[CH2:17][CH2:18][c:19]2[cH:20][cH:21][cH:22][cH:23][c:24]21.[C:1]([CH2:2][C:3]([OH:4])=[O:5])#[N:6].[CH3:12][C:13](=[O:14])[O-:15].[CH3:26][c:27]1[cH:28][cH:29][cH:30][cH:31][cH:32]1.[CH3:7][C:8](=[O:9])[OH:10].[NH4+:11]>>[C:16]([CH3:17])([c:24]1[cH:19][cH:20][cH:21][cH:22][cH:23]1)=[O:25]. The reactants are CCN(C(C)C)C(C)C, CCN=C=NCCCN(C)C, CCOC(=O)C1CCOc2cc(Oc3ccc(C(=O)O)cc3)c(Cl)cc21, NC1CCN(c2cccc(Cl)c2)C1, ClCCl, Cl, Cl, Cl, On1nnc2cccnc21. Reaction SMILES: [CH2:16]([N:17]([CH:18]([CH3:19])[CH3:20])[CH:21]([CH3:22])[CH3:23])[CH3:24].[CH3:52][N:53]([CH3:54])[CH2:55][CH2:56][CH2:57][N:58]=[C:59]=[N:60][CH2:61][CH3:62].[Cl:25][c:26]1[cH:27][c:28]2[c:33]([cH:34][c:35]1[O:36][c:37]1[cH:38][cH:39][c:40]([C:41](=[O:42])[OH:43])[cH:44][cH:45]1)[O:32][CH2:31][CH2:30][CH:29]2[C:46](=[O:47])[O:48][CH2:49][CH3:50].[Cl:3][c:4]1[cH:5][c:6]([N:10]2[CH2:11][CH:12]([NH2:15])[CH2:13][CH2:14]2)[cH:7][cH:8][cH:9]1.[Cl:73][CH2:74][Cl:75].[ClH:1].[ClH:2].[ClH:51].[OH:63][n:64]1[c:65]2[n:66][cH:67][cH:68][cH:69][c:70]2[n:71][n:72]1>>[Cl:3][c:4]1[cH:5][c:6]([N:10]2[CH2:11][CH:12]([NH:15][C:41]([c:40]3[cH:39][cH:38][c:37]([O:36][c:35]4[c:26]([Cl:25])[cH:27][c:28]5[c:33]([cH:34]4)[O:32][CH2:31][CH2:30][CH:29]5[C:46](=[O:47])[O:48][CH2:49][CH3:50])[cH:45][cH:44]3)=[O:42])[CH2:13][CH2:14]2)[cH:7][cH:8][cH:9]1. The product is CCOC(=O)C1CCOc2cc(Oc3ccc(C(=O)NC4CCN(c5cccc(Cl)c5)C4)cc3)c(Cl)cc21. As a reaction SMILES: FC(F)(F)S(O[C:7]1[CH:8]([CH3:20])[CH2:9][N:10]([CH2:13][C:14]2[CH:19]=[CH:18][CH:17]=[CH:16][CH:15]=2)[CH2:11][CH:12]=1)(=O)=O.[CH2:23]([O:25][C:26]([C:28]1[CH:29]=[C:30](B(O)O)[CH:31]=[CH:32][CH:33]=1)=[O:27])[CH3:24]>>[CH2:13]([N:10]1[CH2:11][CH:12]=[C:7]([C:32]2[CH:33]=[C:28]([CH:29]=[CH:30][CH:31]=2)[C:26]([O:25][CH2:23][CH3:24])=[O:27])[CH:8]([CH3:20])[CH2:9]1)[C:14]1[CH:19]=[CH:18][CH:17]=[CH:16][CH:15]=1. The reactants are FC(S(=O)(=O)OC=1C(CN(CC1)CC1=CC=CC=C1)C)(F)F (1-benzyl-3-methyl-1,2,3,6-tetrahydropyridin-4-yl trifluoromethanesulfonate), FC(S(=O)(=O)OC=1C(CN(CC1)CC1=CC=CC=C1)C)(F)F (1-benzyl-3-methyl-1,2,3,6-tetrahydropyridin-4-yl trifluoromethanesulfonate), C(C)OC(=O)C=1C=C(C=CC1)B(O)O ([3-(ethoxycarbonyl)phenyl]boronic acid). Reported procedure: Ethyl 3-(1-benzyl-3-methyl-1,2,3,6-tetrahydropyridin-4-yl)benzoate was synthesized as described for INTERMEDIATE 6 (step A) using 1-benzyl-3-methyl-1,2,3,6-tetrahydropyridin-4-yl trifluoromethanesulfonate and [3-(ethoxycarbonyl)phenyl]boronic acid as starting materials. Yields the product C(C1=CC=CC=C1)N1CC(C(=CC1)C=1C=C(C(=O)OCC)C=CC1)C (Ethyl 3-(1-benzyl-3-methyl-1,2,3,6-tetrahydropyridin-4-yl)benzoate). Procedure: 2-(4-Acetyl-2-chlorophenyl)ethyl acetate (4.87 g) was dissolved in methanol (80 ml), and thereto was added concentrated hydrochloric acid (20 ml), followed by refluxing. Four hours later the temperature of the reaction mixture was kept at room temperature, and methanol was removed in vacuo. Then the residue was diluted with ethyl acetate, washed with brine, dried and concentrated to give the object compound (4.42 g). Run in CO (methanol). Yield: 110.0%. As a reaction SMILES: C([O:4][CH2:5][CH2:6][C:7]1[CH:12]=[CH:11][C:10]([C:13](=[O:15])[CH3:14])=[CH:9][C:8]=1[Cl:16])(=O)C.Cl>CO>[Cl:16][C:8]1[CH:9]=[C:10]([C:13](=[O:15])[CH3:14])[CH:11]=[CH:12][C:7]=1[CH2:6][CH2:5][OH:4]. Product: ClC=1C=C(C=CC1CCO)C(C)=O (1-[3-Chloro-4-(2-hydroxyethyl)phenyl]ethanone). Starting materials: C(C)(=O)OCCC1=C(C=C(C=C1)C(C)=O)Cl (2-(4-Acetyl-2-chlorophenyl)ethyl acetate), Cl (hydrochloric acid).